From a dataset of the Open Reaction Database (ORD), a public repository of structured organic reaction records. describe an organic reaction: reactants, conditions, products, and yield Starting materials: OC(CCCCC)C=1C=C(OCC2=NC3=CC=CC=C3C=C2)C=CC1 (2-[3-(1-hydroxyhexyl)phenoxymethyl]quinoline), ClC=1C=C(C(=O)OO)C=CC1 (m-chloroperoxybenzoic acid). Solvent: C(Cl)Cl (CH2Cl2). Run at time 24 hour. Yields the product OC(CCCCC)C=1C=C(OCC2=[N+](C3=CC=CC=C3C=C2)[O-])C=CC1 (2-[3-(1-Hydroxyhexyl)phenoxymethyl]quinoline-N-oxide). Isolated yield 37.9%. As a reaction SMILES: [OH:1][CH:2]([C:8]1[CH:9]=[C:10]([CH:23]=[CH:24][CH:25]=1)[O:11][CH2:12][C:13]1[CH:22]=[CH:21][C:20]2[C:15](=[CH:16][CH:17]=[CH:18][CH:19]=2)[N:14]=1)[CH2:3][CH2:4][CH2:5][CH2:6][CH3:7].ClC1C=C(C=CC=1)C(OO)=[O:31]>C(Cl)Cl>[OH:1][CH:2]([C:8]1[CH:9]=[C:10]([CH:23]=[CH:24][CH:25]=1)[O:11][CH2:12][C:13]1[CH:22]=[CH:21][C:20]2[C:15](=[CH:16][CH:17]=[CH:18][CH:19]=2)[N+:14]=1[O-:31])[CH2:3][CH2:4][CH2:5][CH2:6][CH3:7]. Reported procedure: A mixture of 5.0 g (0.015 mol) 2-[3-(1-hydroxyhexyl)phenoxymethyl]quinoline and 3.0 g (0.017 mol) m-chloroperoxybenzoic acid in 100 ml CH2Cl2 was stirred at room temperature for a period of 24 hours. The reaction mixture was extracted with dilute NaHCO3 solution, washed with water, dried over MgSO4 and concentrated to dryness under reduced pressure. The residue was triturated with large amounts of ether to obtain a solid. This solid was filtered, washed with ether and dried to give the desired c... The reactants are C1COCCN1, CS(=O)(=O)OCCn1ncc2c1CCc1c-2sc2ncnc(Nc3ccc(OCc4cccc(F)c4)c(Cl)c3)c12, CC#N, CCN(C(C)C)C(C)C. Product: Fc1cccc(COc2ccc(Nc3ncnc4sc5c(c34)CCc3c-5cnn3CCN3CCOCC3)cc2Cl)c1. RXN SMILES: [CH2:41]1[CH2:42][O:43][CH2:44][CH2:45][NH:46]1.[CH3:1][S:2]([O:3][CH2:6][CH2:7][n:8]1[n:9][cH:10][c:11]2[c:16]1[CH2:15][CH2:14][c:13]1[c:12]-2[s:19][c:18]2[c:17]1[c:23]([NH:24][c:25]1[cH:26][c:27]([Cl:40])[c:28]([O:31][CH2:32][c:33]3[cH:34][c:35]([F:39])[cH:36][cH:37][cH:38]3)[cH:29][cH:30]1)[n:22][cH:21][n:20]2)(=[O:4])=[O:5].[CH3:56][C:57]#[N:58].[CH:47]([N:48]([CH:49]([CH3:50])[CH3:51])[CH2:52][CH3:53])([CH3:54])[CH3:55]>>[CH2:6]([CH2:7][n:8]1[n:9][cH:10][c:11]2[c:16]1[CH2:15][CH2:14][c:13]1[c:12]-2[s:19][c:18]2[c:17]1[c:23]([NH:24][c:25]1[cH:26][c:27]([Cl:40])[c:28]([O:31][CH2:32][c:33]3[cH:34][c:35]([F:39])[cH:36][cH:37][cH:38]3)[cH:29][cH:30]1)[n:22][cH:21][n:20]2)[N:46]1[CH2:41][CH2:42][O:43][CH2:44][CH2:45]1. Starting materials: ClC1=CC=C(CC2=C(OC=3NC(N(C(C32)=O)CCCO)=O)C3=CC(=CC=C3)Cl)C=C1 (5-(4-chlorobenzyl)-6-(3-chlorophenyl)-3-(3-hydroxypropyl)furo[2,3-d]pyrimidine-2,4(1H,3H)-dione), C(=O)([O-])[O-].[K+].[K+] (K2CO3), CI (CH3I). Solvent: CC(OCC)=O (EA), O (water), CN(C)C=O (DMF). Reaction conditions: temperature 65 celsius. Product: ClC1=CC=C(CC2=C(OC=3N(C(N(C(C32)=O)CCCO)=O)C)C3=CC(=CC=C3)Cl)C=C1 (5-(4-chlorobenzyl)-6-(3-chlorophenyl)-3-(3-hydroxypropyl)-1-methylfuro[2,3-d]pyrimidine-2,4(1H,3H)-dione). The yield is 13.1%. As a reaction SMILES: [Cl:1][C:2]1[CH:30]=[CH:29][C:5]([CH2:6][C:7]2[C:15]3[C:14](=[O:16])[N:13]([CH2:17][CH2:18][CH2:19][OH:20])[C:12](=[O:21])[NH:11][C:10]=3[O:9][C:8]=2[C:22]2[CH:27]=[CH:26][CH:25]=[C:24]([Cl:28])[CH:23]=2)=[CH:4][CH:3]=1.[C:31]([O-])([O-])=O.[K+].[K+].CI>CN(C=O)C.CC(=O)OCC.O>[Cl:1][C:2]1[CH:3]=[CH:4][C:5]([CH2:6][C:7]2[C:15]3[C:14](=[O:16])[N:13]([CH2:17][CH2:18][CH2:19][OH:20])[C:12](=[O:21])[N:11]([CH3:31])[C:10]=3[O:9][C:8]=2[C:22]2[CH:27]=[CH:26][CH:25]=[C:24]([Cl:28])[CH:23]=2)=[CH:29][CH:30]=1 |f:1.2.3|. Procedure details: To a mixture of 5-(4-chlorobenzyl)-6-(3-chlorophenyl)-3-(3-hydroxypropyl)furo[2,3-d]pyrimidine-2,4(1H,3H)-dione (22.25 mg, 0.05 mmol), K2CO3 (13.8 mg, 0.1 mmol) in DMF (1 mL) was added CH3I (8.5 mg, 0.06 mmol). The reaction was heated in a sealed tube at 65° C. for 2 h, cooled to RT then diluted with EA (10 mL) and water (3 mL). The organic layer was washed with brine (3 mL) dried over Na2SO4 and concentrated to a residue which was purified by Prep HPLC to give 5-(4-chlorobenzyl)-6-(3-chlorophen...